Task: describe an organic reaction: reactants, conditions, products, and yield. Dataset: the Open Reaction Database (ORD), a public repository of structured organic reaction records The product is N#Cc1ccc(CNCCN2Cc3ccccc3CC2Cc2ccccc2)cc1. As a reaction SMILES: [C:21](#[N:22])[c:23]1[cH:24][cH:25][c:26]([CH2:27][Br:28])[cH:29][cH:30]1.[C:31](=[O:32])([O-:33])[O-:34].[CH2:1]([c:2]1[cH:3][cH:4][cH:5][cH:6][cH:7]1)[CH:8]1[N:9]([CH2:18][CH2:19][NH2:20])[CH2:10][c:11]2[cH:12][cH:13][cH:14][cH:15][c:16]2[CH2:17]1.[CH3:38][C:39]#[N:40].[K+:35].[K+:36].[OH2:37]>>[CH2:1]([c:2]1[cH:3][cH:4][cH:5][cH:6][cH:7]1)[CH:8]1[N:9]([CH2:18][CH2:19][NH:20][CH2:27][c:26]2[cH:25][cH:24][c:23]([C:21]#[N:22])[cH:30][cH:29]2)[CH2:10][c:11]2[cH:12][cH:13][cH:14][cH:15][c:16]2[CH2:17]1. The reactants are N#Cc1ccc(CBr)cc1, O=C([O-])[O-], NCCN1Cc2ccccc2CC1Cc1ccccc1, CC#N, [K+], [K+], O. The reactants are C1(=CC=C(C=C1)N1CCNCC1)C1=CC=CC=C1 (1-biphenyl-4-yl-piperazine), FC(CNC(=O)C1(C2=CC=CC=C2C=2C=CC=CC12)CCCCBr)(F)F (9-(4-bromo-butyl)-9H-fluorene-9-carboxylic acid-(2,2,2-trifluoroethyl)-amide), C(C)#N (acetonitrile). The solvent is O (water). Product: FC(CNC(=O)C1(C2=CC=CC=C2C=2C=CC=CC12)CCCCN1CCN(CC1)C1=CC=C(C=C1)C1=CC=CC=C1)(F)F (9-[4-(4-biphenyl-4-yl-piperazin-1-yl)-butyl]-9H-fluorene-9-carboxylic acid-(2,2,2-trifluoroethyl)-amide). RXN SMILES: [C:1]1([C:13]2[CH:18]=[CH:17][CH:16]=[CH:15][CH:14]=2)[CH:6]=[CH:5][C:4]([N:7]2[CH2:12][CH2:11][NH:10][CH2:9][CH2:8]2)=[CH:3][CH:2]=1.[F:19][C:20]([F:44])([F:43])[CH2:21][NH:22][C:23]([C:25]1([CH2:38][CH2:39][CH2:40][CH2:41]Br)[C:37]2[CH:36]=[CH:35][CH:34]=[CH:33][C:32]=2[C:31]2[C:26]1=[CH:27][CH:28]=[CH:29][CH:30]=2)=[O:24].C(#N)C>O>[F:19][C:20]([F:43])([F:44])[CH2:21][NH:22][C:23]([C:25]1([CH2:38][CH2:39][CH2:40][CH2:41][N:10]2[CH2:9][CH2:8][N:7]([C:4]3[CH:5]=[CH:6][C:1]([C:13]4[CH:18]=[CH:17][CH:16]=[CH:15][CH:14]=4)=[CH:2][CH:3]=3)[CH2:12][CH2:11]2)[C:37]2[CH:36]=[CH:35][CH:34]=[CH:33][C:32]=2[C:31]2[C:26]1=[CH:27][CH:28]=[CH:29][CH:30]=2)=[O:24]. Procedure: A solution of 0.4 g (1.678 mmol) of 1-biphenyl-4-yl-piperazine, 0.682 g (1.6 mmol) of 9-(4-bromo-butyl)-9H-fluorene-9-carboxylic acid-(2,2,2-trifluoroethyl)-amide and 0.223 ml (1.6 mmol) of triethylaminein 20 ml acetonitrile is stirred for 14 hours at 60° C. and then diluted with water. It is extracted with ethyl acetate and the organic phase is dried over sodium sulphate. Purification is by column chromatography on silica gel (eluant: dichloromethane/ethanol=40:1). Reactants: SC1=CC=C(C(=O)OC)C=C1 (methyl 4-sulfanylbenzoate), C([O-])([O-])=O.[K+].[K+] (potassium carbonate), BrCCCCl (1-bromo-3-chloro-propane). Solvent: CN(C=O)C (N,N-dimethylformamide). Reaction conditions: temperature 60 celsius. Yields the product ClCCCSC1=CC=C(C(=O)OC)C=C1 (methyl 4-(3-chloropropylsulfanyl)benzoate). Isolated yield 64.2%. Reaction SMILES: [SH:1][C:2]1[CH:11]=[CH:10][C:5]([C:6]([O:8][CH3:9])=[O:7])=[CH:4][CH:3]=1.C(=O)([O-])[O-].[K+].[K+].Br[CH2:19][CH2:20][CH2:21][Cl:22]>CN(C)C=O>[Cl:22][CH2:21][CH2:20][CH2:19][S:1][C:2]1[CH:3]=[CH:4][C:5]([C:6]([O:8][CH3:9])=[O:7])=[CH:10][CH:11]=1 |f:1.2.3|. Procedure details: To a solution of methyl 4-sulfanylbenzoate (2.00 g, 11.9 mmol) in N,N-dimethylformamide (13 mL) was added potassium carbonate (6.57 g, 47.6 mmol) and 1-bromo-3-chloro-propane (2.35 mL, 23.8 mmol). The mixture was heated at 60° C. for 16 h. The reaction mixture was filtered and the solvent removed in vacuo. The material was dissolved in dichloromethane (10 mL) and washed with water (3×10 mL) and a saturated aqueous NH4Cl (10 mL). The organic layer was dried over Na2SO4, filtered and the solvent r...